Task: describe an organic reaction: reactants, conditions, products, and yield. Dataset: the Open Reaction Database (ORD), a public repository of structured organic reaction records The reactants are C(C)OC(=O)C=1C=NC2=C(C=CC=C2C1Cl)OC (4-Chloro-8-methoxy-quinoline-3-carboxylic acid ethyl ester), C(C)(C)(C)OC(=O)N1C[C@H](CC1)N ((S)-3-amino-pyrrolidine-1-carboxylic acid tert-butyl ester). Yields the product C(C)OC(=O)C=1C=NC2=C(C=CC=C2C1N[C@@H]1CN(CC1)C(=O)OC(C)(C)C)OC (4-((S)-1-tert-butoxycarbonyl-pyrrolidin-3-ylamino)-8-methoxy-quinoline-3-carboxylic acid ethyl ester). Reaction SMILES: [CH2:1]([O:3][C:4]([C:6]1[CH:7]=[N:8][C:9]2[C:14]([C:15]=1Cl)=[CH:13][CH:12]=[CH:11][C:10]=2[O:17][CH3:18])=[O:5])[CH3:2].[C:19]([O:23][C:24]([N:26]1[CH2:30][CH2:29][C@H:28]([NH2:31])[CH2:27]1)=[O:25])([CH3:22])([CH3:21])[CH3:20]>>[CH2:1]([O:3][C:4]([C:6]1[CH:7]=[N:8][C:9]2[C:14]([C:15]=1[NH:31][C@H:28]1[CH2:29][CH2:30][N:26]([C:24]([O:23][C:19]([CH3:22])([CH3:21])[CH3:20])=[O:25])[CH2:27]1)=[CH:13][CH:12]=[CH:11][C:10]=2[O:17][CH3:18])=[O:5])[CH3:2]. Procedure: 4-Chloro-8-methoxy-quinoline-3-carboxylic acid ethyl ester (266 mg, 1.0 mmol) was treated with (S)-3-amino-pyrrolidine-1-carboxylic acid tert-butyl ester following general procedure B to afford 4-((S)-1-tert-butoxycarbonyl-pyrrolidin-3-ylamino)-8-methoxy-quinoline-3-carboxylic acid ethyl ester (345 mg). Thus obtained amino-ester (208 mg, 0.5 mmol) was subjected to reaction with 1-chloro-3-isocyanato-benzene according to general procedure C to furnish 3-[(S)-3-(3-chloro-phenyl)-7-methoxy-2,4-diox... Starting materials: CCOC(=O)C(C)(Cc1ccc(OCCC2CN(Cc3ccc(C(F)(F)F)cc3)C(=O)N2)cc1)Oc1ccccc1, CCOC(C)=O, [H-], CI, [Na+], CN(C)C=O. The product is CCOC(=O)C(C)(Cc1ccc(OCCC2CN(Cc3ccc(C(F)(F)F)cc3)C(=O)N2C)cc1)Oc1ccccc1. Reaction SMILES: [CH2:1]([CH3:2])[O:3][C:4]([C:5]([CH2:6][c:7]1[cH:8][cH:9][c:10]([O:13][CH2:14][CH2:15][CH:16]2[NH:17][C:18](=[O:32])[N:19]([CH2:21][c:22]3[cH:23][cH:24][c:25]([C:28]([F:29])([F:30])[F:31])[cH:26][cH:27]3)[CH2:20]2)[cH:11][cH:12]1)([O:33][c:34]1[cH:35][cH:36][cH:37][cH:38][cH:39]1)[CH3:40])=[O:41].[CH3:51][CH2:52][O:53][C:54](=[O:55])[CH3:56].[H-:42].[I:44][CH3:45].[Na+:43].[O:46]=[CH:47][N:48]([CH3:49])[CH3:50]>>[CH2:1]([CH3:2])[O:3][C:4]([C:5]([CH2:6][c:7]1[cH:8][cH:9][c:10]([O:13][CH2:14][CH2:15][CH:16]2[N:17]([CH3:45])[C:18](=[O:32])[N:19]([CH2:21][c:22]3[cH:23][cH:24][c:25]([C:28]([F:29])([F:30])[F:31])[cH:26][cH:27]3)[CH2:20]2)[cH:11][cH:12]1)([O:33][c:34]1[cH:35][cH:36][cH:37][cH:38][cH:39]1)[CH3:40])=[O:41]. Starting materials: O1CC(CC2=CC=CC=C12)N (chroman-3-amine), C(C)(C)(C)OC(=O)C1=C(C=CC=C1)C1=CC=C(C=C1)CN1C(=C(C2=CC(=CC=C12)C(=O)O)C)C (1-((2′-(tert-butoxycarbonyl)biphenyl-4-yl)methyl)-2,3-dimethyl-1H-indole-5-carboxylic acid). Product: O1CC(CC2=CC=CC=C12)NC(=O)C=1C=C2C(=C(N(C2=CC1)CC1=CC=C(C=C1)C=1C(=CC=CC1)C(=O)O)C)C (4′-((5-(chroman-3-ylcarbamoyl)-2,3-dimethyl-1H-indol-1-yl)methyl)biphenyl-2-carboxylic acid). RXN SMILES: [O:1]1[C:10]2[C:5](=[CH:6][CH:7]=[CH:8][CH:9]=2)[CH2:4][CH:3]([NH2:11])[CH2:2]1.C([O:16][C:17]([C:19]1[CH:24]=[CH:23][CH:22]=[CH:21][C:20]=1[C:25]1[CH:30]=[CH:29][C:28]([CH2:31][N:32]2[C:40]3[C:35](=[CH:36][C:37]([C:41](O)=[O:42])=[CH:38][CH:39]=3)[C:34]([CH3:44])=[C:33]2[CH3:45])=[CH:27][CH:26]=1)=[O:18])(C)(C)C>>[O:1]1[C:10]2[C:5](=[CH:6][CH:7]=[CH:8][CH:9]=2)[CH2:4][CH:3]([NH:11][C:41]([C:37]2[CH:36]=[C:35]3[C:40](=[CH:39][CH:38]=2)[N:32]([CH2:31][C:28]2[CH:27]=[CH:26][C:25]([C:20]4[C:19]([C:17]([OH:18])=[O:16])=[CH:24][CH:23]=[CH:22][CH:21]=4)=[CH:30][CH:29]=2)[C:33]([CH3:45])=[C:34]3[CH3:44])=[O:42])[CH2:2]1. Reported procedure: The title compound was prepared following the same general protocol as described in Steps 8-9, Example 1, using chroman-3-amine and 1-((2′-(tert-butoxycarbonyl)biphenyl-4-yl)methyl)-2,3-dimethyl-1H-indole-5-carboxylic acid. Reactants: CCOC(=O)c1ccc(-c2ccc(OCCCN)c(-c3ccc4c(c3)C(C)(C)CCC4(C)C)c2)cc1, [Na+], C1CCOC1, [OH-]. The product is CC1(C)CCC(C)(C)c2cc(-c3cc(-c4ccc(C(=O)O)cc4)ccc3OCCCN)ccc21. Reaction SMILES: [NH2:3][CH2:4][CH2:5][CH2:6][O:7][c:8]1[c:9](-[c:25]2[cH:26][c:27]3[c:32]([cH:33][cH:34]2)[C:31]([CH3:35])([CH3:36])[CH2:30][CH2:29][C:28]3([CH3:37])[CH3:38])[cH:10][c:11](-[c:14]2[cH:15][cH:16][c:17]([C:20](=[O:21])[O:22][CH2:23][CH3:24])[cH:18][cH:19]2)[cH:12][cH:13]1.[Na+:2].[O:39]1[CH2:40][CH2:41][CH2:42][CH2:43]1.[OH-:1]>>[NH2:3][CH2:4][CH2:5][CH2:6][O:7][c:8]1[c:9](-[c:25]2[cH:26][c:27]3[c:32]([cH:33][cH:34]2)[C:31]([CH3:35])([CH3:36])[CH2:30][CH2:29][C:28]3([CH3:37])[CH3:38])[cH:10][c:11](-[c:14]2[cH:15][cH:16][c:17]([C:20](=[O:21])[OH:22])[cH:18][cH:19]2)[cH:12][cH:13]1. Yields the product C(C)(C)C=1C=C(C=C2C(NC3=CC=CC=C23)=O)C=C(C1OC)C(C)C (3-(3,5-Diisopropyl-4-methoxybenzylidene)-1,3-dihydroindol-2-one). As a reaction SMILES: [CH:1]([C:4]1[CH:5]=[C:6]([CH:9]=[C:10]([CH:14]([CH3:16])[CH3:15])[C:11]=1[O:12][CH3:13])[CH:7]=O)([CH3:3])[CH3:2].[NH:17]1[C:25]2[C:20](=[CH:21][CH:22]=[CH:23][CH:24]=2)[CH2:19][C:18]1=[O:26]>>[CH:1]([C:4]1[CH:5]=[C:6]([CH:9]=[C:10]([CH:14]([CH3:16])[CH3:15])[C:11]=1[O:12][CH3:13])[CH:7]=[C:19]1[C:20]2[C:25](=[CH:24][CH:23]=[CH:22][CH:21]=2)[NH:17][C:18]1=[O:26])([CH3:3])[CH3:2]. The reactants are C(C)(C)C=1C=C(C=O)C=C(C1OC)C(C)C (3,5-Diisopropyl-4-methoxybenzaldehyde), N1C(CC2=CC=CC=C12)=O (2-oxindole). Procedure: 3,5-Diisopropyl-4-methoxybenzaldehyde was then condensed with 2-oxindole to give 0.25 g of 3-(3,5-Diisopropyl-4-methoxybenzylidene)-1,3-dihydroindol-2-one as a yellow-orange solid. Reactants: ClCCNC(=O)N(C1[C@H](O)[C@@H](O)[C@@H](O)[C@H](O1)CO)C1CCCCC1 (1-(2-chloroethyl)-3-cyclohexyl-3-(D-galactopyranosyl) urea), C([O-])([O-])=O.[Na+].[Na+] (sodium carbonate), CO (methanol), [N+](=O)([N+](=O)[O-])[O-] (nitrogen tetroxide). Solvent: O1CCCC1 (tetrahydrofuran), C(Cl)Cl (methylene chloride), O (water). Yields the product ClCCN(C(=O)N(C1[C@H](O)[C@@H](O)[C@@H](O)[C@H](O1)CO)C1CCCCC1)N=O (1-(2-chloroethyl)-1-nitroso-3-cyclohexyl-3-(D-galactopyranosyl)urea). Yield: 70.1%. As a reaction SMILES: [Cl:1][CH2:2][CH2:3][NH:4][C:5]([N:7]([CH:19]1[CH2:24][CH2:23][CH2:22][CH2:21][CH2:20]1)[CH:8]1[O:16][C@H:15]([CH2:17][OH:18])[C@H:13]([OH:14])[C@H:11]([OH:12])[C@H:9]1[OH:10])=[O:6].C(=O)([O-])[O-].[Na+].[Na+].[N+:31]([O-])([N+]([O-])=O)=[O:32].CO>O1CCCC1.C(Cl)Cl.O>[Cl:1][CH2:2][CH2:3][N:4]([N:31]=[O:32])[C:5]([N:7]([CH:19]1[CH2:24][CH2:23][CH2:22][CH2:21][CH2:20]1)[CH:8]1[O:16][C@H:15]([CH2:17][OH:18])[C@H:13]([OH:14])[C@H:11]([OH:12])[C@H:9]1[OH:10])=[O:6] |f:1.2.3|. Procedure details: 3.7 g of 1-(2-chloroethyl)-3-cyclohexyl-3-(D-galactopyranosyl) urea are dissolved in a mixture of 60 ml of tetrahydrofuran and 60 ml of methylene chloride, and 15 g of sodium carbonate anhydrate are added thereto. 5 g of nitrogen tetroxide gas are introduced into the mixture for 10 minutes under ice-cooling and stirring. The mixture is further stirred at the same temperature for 10 minutes. After the reaction, 10 ml of methanol and 3 ml of water are added to the mixture, and the aqueous mixture ... Reactants: CC(C)(C)[Si](C)(C)Cl, [Cl-], [H-], [NH4+], [Na+], C1CCOC1, Oc1cccc2[nH]nnc12. As a reaction SMILES: [C:13]([CH3:14])([CH3:15])([CH3:16])[Si:17]([Cl:18])([CH3:19])[CH3:20].[Cl-:21].[H-:11].[NH4+:22].[Na+:12].[O:23]1[CH2:24][CH2:25][CH2:26][CH2:27]1.[OH:1][c:2]1[cH:3][cH:4][cH:5][c:6]2[nH:7][n:8][n:9][c:10]12>>[O:1]([c:2]1[cH:3][cH:4][cH:5][c:6]2[nH:7][n:8][n:9][c:10]12)[Si:17]([C:13]([CH3:14])([CH3:15])[CH3:16])([CH3:19])[CH3:20]. Product: CC(C)(C)[Si](C)(C)Oc1cccc2[nH]nnc12. Reactants: tetramethyl tert-butyl XPhos, ClC=1C=C(C=C(C1)N1CCOCC1)C(O)C1=C(C(=NC2=CC(=CC=C12)F)C1=NC=CC=C1)C ((3-chloro-5-morpholinophenyl)(7-fluoro-3-methyl-2-(pyridin-2-yl)quinolin-4-yl)methanol), P(=O)([O-])([O-])[O-].[K+].[K+].[K+] (tripotassium phosphate), C(C)(=O)N (acetamide). The reagents and catalysts are C(C)(=O)[O-].[Pd+2].C(C)(=O)[O-] (palladium (II) acetate). Solvent: C(C)(C)(C)O (tert-butanol). The product is FC1=CC=C2C(=C(C(=NC2=C1)C1=NC=CC=C1)C)C(C=1C=C(C=C(C1)N1CCOCC1)NC(C)=O)O (N-(3-((7-fluoro-3-methyl-2-(pyridin-2-yl)quinolin-4-yl)(hydroxy)methyl)-5-morpholinophenyl)acetamide). As a reaction SMILES: Cl[C:2]1[CH:3]=[C:4]([CH:14]([C:16]2[C:25]3[C:20](=[CH:21][C:22]([F:26])=[CH:23][CH:24]=3)[N:19]=[C:18]([C:27]3[CH:32]=[CH:31][CH:30]=[CH:29][N:28]=3)[C:17]=2[CH3:33])[OH:15])[CH:5]=[C:6]([N:8]2[CH2:13][CH2:12][O:11][CH2:10][CH2:9]2)[CH:7]=1.P([O-])([O-])([O-])=O.[K+].[K+].[K+].[C:42]([NH2:45])(=[O:44])[CH3:43]>C([O-])(=O)C.[Pd+2].C([O-])(=O)C.C(O)(C)(C)C>[F:26][C:22]1[CH:21]=[C:20]2[C:25]([C:16]([CH:14]([OH:15])[C:4]3[CH:3]=[C:2]([NH:45][C:42](=[O:44])[CH3:43])[CH:7]=[C:6]([N:8]4[CH2:13][CH2:12][O:11][CH2:10][CH2:9]4)[CH:5]=3)=[C:17]([CH3:33])[C:18]([C:27]3[CH:32]=[CH:31][CH:30]=[CH:29][N:28]=3)=[N:19]2)=[CH:24][CH:23]=1 |f:1.2.3.4,6.7.8|. Reported procedure: Prepared according to Procedure W by stirring palladium (II) acetate (1.5 mg, 6.70 μmol), tetramethyl tert-butyl XPhos (9.7 mg, 0.020 mmol), (3-chloro-5-morpholinophenyl)(7-fluoro-3-methyl-2-(pyridin-2-yl)quinolin-4-yl)methanol (0.031 g, 0.067 mmol), tripotassium phosphate (0.020 g, 0.094 mmol), acetamide (4.8 mg, 0.080 mmol), and tert-butanol (0.9 mL) at 110° C. for 1 hour. Purification by reverse-phase HPLC afforded N-(3-((7-fluoro-3-methyl-2-(pyridin-2-yl)quinolin-4-yl)(hydroxy)methyl)-5-morp... The reactants are solution, Cl (hydrogen chloride), O1CCOCC1 (dioxane), ClC1=NC=C(C(=N1)C1=C(C=C(C=C1)F)OC)F (2-chloro-5-fluoro-4-(4-fluoro-2-methoxyphenyl)pyrimidine), BrC=1C=C(N)C=C(C1)CSC (3-bromo-5-[(methylsulfanyl)methyl]aniline). The solvent is C(CCC)O (1-butanol), C(C)(=O)OCC (ethyl acetate). Conditions: temperature 140 celsius, time 8 hour. Yields the product BrC=1C=C(C=C(C1)CSC)NC1=NC=C(C(=N1)C1=C(C=C(C=C1)F)OC)F (N-{3-Bromo-5-[(methylsulfanyl)methyl]phenyl}-5-fluoro-4-(4-fluoro-2-methoxyphenyl)pyrimidin-2-amine). Yield: 46.0%. Reaction SMILES: Cl.O1CCOCC1.Cl[C:9]1[N:14]=[C:13]([C:15]2[CH:20]=[CH:19][C:18]([F:21])=[CH:17][C:16]=2[O:22][CH3:23])[C:12]([F:24])=[CH:11][N:10]=1.[Br:25][C:26]1[CH:27]=[C:28]([CH:30]=[C:31]([CH2:33][S:34][CH3:35])[CH:32]=1)[NH2:29]>C(O)CCC.C(OCC)(=O)C>[Br:25][C:26]1[CH:27]=[C:28]([NH:29][C:9]2[N:14]=[C:13]([C:15]3[CH:20]=[CH:19][C:18]([F:21])=[CH:17][C:16]=3[O:22][CH3:23])[C:12]([F:24])=[CH:11][N:10]=2)[CH:30]=[C:31]([CH2:33][S:34][CH3:35])[CH:32]=1. Procedure details: A 4N solution of hydrogen chloride in dioxane (0.54 mL; 2.15 mmol) was added to a stirred solution of 2-chloro-5-fluoro-4-(4-fluoro-2-methoxyphenyl)pyrimidine (553 mg; 2.15 mmol) and 3-bromo-5-[(methylsulfanyl)methyl]aniline (500 mg; 2.15 mmol) in 1-butanol (4.8 mL). The batch was stirred at 140° C. for 8 hours. After cooling the batch was diluted with ethyl acetate and washed with sodium bicarbonate and saturated aqueous sodium chloride solution. The organic phase was filtered using a Whatman f... Starting materials: CCCCI, CCS(=O)(=O)NC1CCCOc2c(C)cc(Cl)cc21, [H-], [Na+], CN(C)C=O. Yields the product CCCCN(C1CCCOc2c(C)cc(Cl)cc21)S(=O)(=O)CC. Reaction SMILES: [CH2:22]([CH2:23][CH2:24][CH3:25])[I:26].[Cl:1][c:2]1[cH:3][c:4]([CH3:19])[c:5]2[c:6]([cH:18]1)[CH:7]([NH:12][S:13](=[O:14])(=[O:15])[CH2:16][CH3:17])[CH2:8][CH2:9][CH2:10][O:11]2.[H-:20].[Na+:21].[O:27]=[CH:28][N:29]([CH3:30])[CH3:31]>>[Cl:1][c:2]1[cH:3][c:4]([CH3:19])[c:5]2[c:6]([cH:18]1)[CH:7]([N:12]([S:13](=[O:14])(=[O:15])[CH2:16][CH3:17])[CH2:22][CH2:23][CH2:24][CH3:25])[CH2:8][CH2:9][CH2:10][O:11]2.